describe an organic reaction: reactants, conditions, products, and yield From a dataset of the Open Reaction Database (ORD), a public repository of structured organic reaction records. The reactants are FC(C1=CC=C(C(C)(C)O)C=C1)(F)F (4-trifluoromethyl-α,α-dimethylbenzyl alcohol), Cl (HCl). The reagents and catalysts are [Cl-].[Zn+2].[Cl-] (zinc chloride). Conditions: time 22 hour. Yields the product FC(C1=CC=C(C(C)(C)Cl)C=C1)(F)F (4-trifluoromethyl-α,α-dimethylbenzyl chloride). RXN SMILES: [F:1][C:2]([F:14])([F:13])[C:3]1[CH:12]=[CH:11][C:6]([C:7](O)([CH3:9])[CH3:8])=[CH:5][CH:4]=1.[ClH:15]>[Cl-].[Zn+2].[Cl-]>[F:1][C:2]([F:14])([F:13])[C:3]1[CH:12]=[CH:11][C:6]([C:7]([Cl:15])([CH3:9])[CH3:8])=[CH:5][CH:4]=1 |f:2.3.4|. Procedure: The alcohol from step A above (54 g, 0.27 mol) is treated with ethereal HCl (1.3 L, 1M) followed by anhydrous zinc chloride (53 mL, 1M in ether) and the reaction allowed to stir for 22 h at room temperature. The reaction is then washed with water, aqueous 2 N NaOH, dried over MgSO4, concentrated and purified by silica gel chromatography (8:1 hexane to ethyl acetate) to give 4-trifluoromethyl-α,α-dimethylbenzyl chloride of sufficient purity to carry to the next step; yield: 50.5 g (85%). The reactants are C[Si](C)(C)O[Cr](=O)(=O)O[Si](C)(C)C, ClCCl, OCCCCCCCCCCCCN1CCOCC1. Yields the product O=CCCCCCCCCCCCN1CCOCC1. Reaction SMILES: [CH3:20][Si:21]([O:22][Cr:23]([O:24][Si:25]([CH3:26])([CH3:27])[CH3:28])(=[O:29])=[O:30])([CH3:31])[CH3:32].[Cl:33][CH2:34][Cl:35].[O:1]1[CH2:2][CH2:3][N:4]([CH2:7][CH2:8][CH2:9][CH2:10][CH2:11][CH2:12][CH2:13][CH2:14][CH2:15][CH2:16][CH2:17][CH2:18][OH:19])[CH2:5][CH2:6]1>>[O:1]1[CH2:2][CH2:3][N:4]([CH2:7][CH2:8][CH2:9][CH2:10][CH2:11][CH2:12][CH2:13][CH2:14][CH2:15][CH2:16][CH2:17][CH:18]=[O:19])[CH2:5][CH2:6]1. Starting materials: CNC, CCOC(=O)c1c(Cl)cc(C(F)(F)F)nc1C(F)(F)F, CN(C)C=O, O. The product is CCOC(=O)c1c(N(C)C)cc(C(F)(F)F)nc1C(F)(F)F. RXN SMILES: [CH3:21][NH:22][CH3:23].[F:1][C:2]([c:3]1[n:4][c:5]([C:15]([F:16])([F:17])[F:18])[cH:6][c:7]([Cl:14])[c:8]1[C:9](=[O:10])[O:11][CH2:12][CH3:13])([F:19])[F:20].[O:25]=[CH:26][N:27]([CH3:28])[CH3:29].[OH2:24]>>[F:1][C:2]([c:3]1[n:4][c:5]([C:15]([F:16])([F:17])[F:18])[cH:6][c:7]([N:22]([CH3:21])[CH3:23])[c:8]1[C:9](=[O:10])[O:11][CH2:12][CH3:13])([F:19])[F:20]. The reactants are ClC1=C(N)C(=CC(=C1)Cl)Cl (2,4,6-trichloroaniline), CNC(=N)NC#N (1-methyl-3-cyanoguanidine), Cl (hydrochloric acid). Run in C(CCC)O (n-butanol). The product is Cl.ClC1=C(C(=CC(=C1)Cl)Cl)NC(=N)NC(=N)NC (1-(2,4,6-trichlorophenyl)-5-methylbiguanide hydrochloride). RXN SMILES: [Cl:1][C:2]1[CH:8]=[C:7]([Cl:9])[CH:6]=[C:5]([Cl:10])[C:3]=1[NH2:4].[CH3:11][NH:12][C:13]([NH:15][C:16]#[N:17])=[NH:14].Cl>C(O)CCC>[ClH:1].[Cl:1][C:2]1[CH:8]=[C:7]([Cl:9])[CH:6]=[C:5]([Cl:10])[C:3]=1[NH:4][C:16]([NH:15][C:13]([NH:12][CH3:11])=[NH:14])=[NH:17] |f:4.5|. Procedure: To 20 g (0.1 mole) of 2,4,6-trichloroaniline and 12.6 g (0.1 mole) of 1-methyl-3-cyanoguanidine in 10 ml (0.1 mole) of concentrated hydrochloric acid is added 125 ml of n-butanol. The reaction mixture is refluxed for 17 hours, cooled and the alcohol evaporated off. The residue is extracted with ether after making it alkaline with 40% sodium hydroxide. The ether extract is dried over potassium carbonate and evaporated. The residue is dissolved in methanol, the pH adjusted to about 7, charcoal fil... Starting materials: C1(=CC=CC=C1)C1=NN=C(O1)S (phenyl-1,3,4-oxadiazole-2-thiol), C(C1=CC=CC=C1)(=O)O (benzoic acid), [OH-].[Na+] (NaOH). Run in O (water). Reaction conditions: time 16 hour. Yields the product O1N=NC(=C1)C1=CC=CC=C1C(=O)O (oxadiazol-benzoic acid). RXN SMILES: [C:1]1([C:7]2OC(S)=[N:9][N:8]=2)C=CC=CC=1.[C:13]([OH:21])(=[O:20])[C:14]1[CH:19]=[CH:18][CH:17]=[CH:16][CH:15]=1.[OH-:22].[Na+]>O>[O:22]1[CH:1]=[C:7]([C:19]2[C:14]([C:13]([OH:21])=[O:20])=[CH:15][CH:16]=[CH:17][CH:18]=2)[N:8]=[N:9]1 |f:2.3|. Procedure details: To a solution of men- phenyl-1,3,4-oxadiazole-2-thiol and a benzoic acid in water was added NaOH. After stirring at RT for 16 h, the reaction mixture's pH was adjusted to 2 upon addition of aqueous solution of HCI (10%). The precipitate was collected by filtration. The solid was dissolved in acetone and purified by MPLC (30-70% ethyl acetate in hexanes) to afford the corresponding oxadiazol-benzoic acid.